From a dataset of the Open Reaction Database (ORD), a public repository of structured organic reaction records. describe an organic reaction: reactants, conditions, products, and yield Reactants: ClCCl, O=S(=O)(Cl)c1cc(F)ccc1F, COC(=O)c1cccc(N)c1. Yields the product COC(=O)c1cccc(NS(=O)(=O)c2cc(F)ccc2F)c1. As a reaction SMILES: [Cl:24][CH2:25][Cl:26].[F:12][c:13]1[c:14]([S:20](=[O:21])(=[O:22])[Cl:23])[cH:15][c:16]([F:19])[cH:17][cH:18]1.[NH2:1][c:2]1[cH:3][c:4]([C:5](=[O:6])[O:7][CH3:8])[cH:9][cH:10][cH:11]1>>[NH:1]([c:2]1[cH:3][c:4]([C:5](=[O:6])[O:7][CH3:8])[cH:9][cH:10][cH:11]1)[S:20]([c:14]1[c:13]([F:12])[cH:18][cH:17][c:16]([F:19])[cH:15]1)(=[O:21])=[O:22]. Starting materials: Cc1ccccc1, CC1CNCC(C)N1, Clc1ncccn1. Product: CC1CNCC(C)N1c1ncccn1. RXN SMILES: [CH3:16][c:17]1[cH:18][cH:19][cH:20][cH:21][cH:22]1.[CH3:8][CH:9]1[NH:10][CH:11]([CH3:15])[CH2:12][NH:13][CH2:14]1.[Cl:1][c:2]1[n:3][cH:4][cH:5][cH:6][n:7]1>>[c:2]1([N:10]2[CH:9]([CH3:8])[CH2:14][NH:13][CH2:12][CH:11]2[CH3:15])[n:3][cH:4][cH:5][cH:6][n:7]1. The reactants are COc1ccc2c(n1)N(CC1CO1)C(=O)CC2, CC(C)(C)OC(=O)NC1CCNCC1, CN(C)C=O. Product: COc1ccc2c(n1)N(CC(O)CN1CCC(NC(=O)OC(C)(C)C)CC1)C(=O)CC2. As a reaction SMILES: [CH3:1][O:2][c:3]1[cH:4][cH:5][c:6]2[c:11]([n:12]1)[N:10]([CH2:13][CH:14]1[O:15][CH2:16]1)[C:9](=[O:17])[CH2:8][CH2:7]2.[NH:18]1[CH2:19][CH2:20][CH:21]([NH:24][C:25]([O:26][C:27]([CH3:28])([CH3:29])[CH3:30])=[O:31])[CH2:22][CH2:23]1.[O:32]=[CH:33][N:34]([CH3:35])[CH3:36]>>[CH3:1][O:2][c:3]1[cH:4][cH:5][c:6]2[c:11]([n:12]1)[N:10]([CH2:13][CH:14]([OH:15])[CH2:16][N:18]1[CH2:19][CH2:20][CH:21]([NH:24][C:25]([O:26][C:27]([CH3:28])([CH3:29])[CH3:30])=[O:31])[CH2:22][CH2:23]1)[C:9](=[O:17])[CH2:8][CH2:7]2. Starting materials: C(C)(C)(C)C1=C(C=C(C=C1)NC(=O)C=1C(=NC=CC1)NCC1=NC=CC=C1)[N+](=O)[O-] (N-[4-(tert-butyl)-3-nitrophenyl]{2-[(2-pyridylmethyl)amino](3-pyridyl)}carboxamide), [NH4+].[Cl-] (NH4Cl). Reagents/catalysts: [Fe] (iron). Solvent: CCO (EtOH), O (H2O). Run at temperature 80 celsius, time 4 hour. Product: NC=1C=C(C=CC1C(C)(C)C)NC(=O)C=1C(=NC=CC1)NCC1=NC=CC=C1 (N-[3-Amino-4-(tert-butyl)phenyl]{2-[(2-pyridylmethyl)amino](3-pyridyl)}carboxamide). Reaction SMILES: [C:1]([C:5]1[CH:10]=[CH:9][C:8]([NH:11][C:12]([C:14]2[C:15]([NH:20][CH2:21][C:22]3[CH:27]=[CH:26][CH:25]=[CH:24][N:23]=3)=[N:16][CH:17]=[CH:18][CH:19]=2)=[O:13])=[CH:7][C:6]=1[N+:28]([O-])=O)([CH3:4])([CH3:3])[CH3:2].[NH4+].[Cl-]>CCO.O.[Fe]>[NH2:28][C:6]1[CH:7]=[C:8]([NH:11][C:12]([C:14]2[C:15]([NH:20][CH2:21][C:22]3[CH:27]=[CH:26][CH:25]=[CH:24][N:23]=3)=[N:16][CH:17]=[CH:18][CH:19]=2)=[O:13])[CH:9]=[CH:10][C:5]=1[C:1]([CH3:3])([CH3:2])[CH3:4] |f:1.2|. Procedure details: A mixture of N-[4-(tert-butyl)-3-nitrophenyl]{2-[(2-pyridylmethyl)amino](3-pyridyl)}carboxamide (100 mg, 0.25 mmol, Example 73), iron powder (69 mg, 1.25 mmol) and NH4Cl (10 mg, 0.17 mmol) in EtOH (0.5 mL) and H2O (0.5 ml) was stirred for 4 h at 80° C. The reaction mixture was filtered, concentrated, and purified through column chromatography to give the product. MS (ES+): 376 M+H); (ES−): 374 (M−H). Calc'd. for C22H25N5O—375.21. Starting materials: P(=O)(Cl)(Cl)Cl (phosphorus oxychloride), CN(C=O)C (dimethylformamide), ClC=1C=C2C=CNC2=CC1 (5-chloroindole), CN(C=O)C (dimethylformamide), O (water). Conditions: temperature 20 celsius, time 30 minute. The product is ClC=1C=C2C(=CNC2=CC1)C=O (5-chloro-3-formylindole). RXN SMILES: P(Cl)(Cl)(Cl)=O.[Cl:6][C:7]1[CH:8]=[C:9]2[C:13](=[CH:14][CH:15]=1)[NH:12][CH:11]=[CH:10]2.O.CN(C)[CH:19]=[O:20]>>[Cl:6][C:7]1[CH:8]=[C:9]2[C:13](=[CH:14][CH:15]=1)[NH:12][CH:11]=[C:10]2[CH:19]=[O:20]. Procedure details: 18.5 g (0.12 mole) of phosphorus oxychloride are added to 75 ml of dry dimethylformamide at 5°C. 15.15 g (0.1 mole) of 5-chloroindole dissolved in 30 ml of dry dimethylformamide are then added at 5°C. This is stirred for 30 minutes at 20°C, then for 30 minutes at 40°C. 240 ml of water followed by 72 ml of 40% soda are then quickly added. The yellow solution obtained is maintained at 40°-45°C for one hour. After 11/2 hours stirring at ambient temperature the precipitate formed is filtered off and... Reactants: C(C)(C)(C)NC(=O)[C@H]1N(C[C@H]2CCCC[C@H]2C1)C[C@H]([C@H](CC1=CC=CC=C1)NC([C@@H](NC(=O)C=1C=NC=CC1)C(C)(C)S(=O)(=O)C)=O)O (N-tert-butyl-1,2,3,4,4a(S),5,6,7,8,8a(S)-decahydro-2-[2(R)-hydroxy-3(S)-[[3-(methanesulfonyl)-N-[(3-pyridyl)carbonyl]-L-valyl]amino]-4-phenylbutyl]-3(S)-isoquinolinecarboxamide), C1(CCC(=O)O1)=O (succinic anhydride). Run in O1CCCC1 (tetrahydrofuran). The product is C(C)(C)(C)NC(=O)[C@H]1N(C[C@H]2CCCC[C@H]2C1)C[C@H]([C@H](CC1=CC=CC=C1)NC([C@@H](NC(=O)C=1C=NC=CC1)C(C)(C)S(=O)(=O)C)=O)OC(CCC(=O)O)=O (N-tert-butyl-2-[2(R)-(3-carboxypropionyloxy)-3(S)-[[3-(methanesulfonyl)-N-[(3-pyridyl)carbonyl]-L-valyl]amino]-4-phenylbutyl]-1,2,3,4,4a(S),5,6,7,8,8a(S)decahydro-3(S)-isoquinolinecarboxamide). Yield: 67.6%. Reaction SMILES: [C:1]([NH:5][C:6]([C@@H:8]1[CH2:17][C@H:16]2[C@H:11]([CH2:12][CH2:13][CH2:14][CH2:15]2)[CH2:10][N:9]1[CH2:18][C@@H:19]([OH:48])[C@@H:20]([NH:28][C:29](=[O:47])[C@H:30]([C:40]([S:43]([CH3:46])(=[O:45])=[O:44])([CH3:42])[CH3:41])[NH:31][C:32]([C:34]1[CH:35]=[N:36][CH:37]=[CH:38][CH:39]=1)=[O:33])[CH2:21][C:22]1[CH:27]=[CH:26][CH:25]=[CH:24][CH:23]=1)=[O:7])([CH3:4])([CH3:3])[CH3:2].[C:49]1(=[O:55])[O:54][C:52](=[O:53])[CH2:51][CH2:50]1>O1CCCC1>[C:1]([NH:5][C:6]([C@@H:8]1[CH2:17][C@H:16]2[C@H:11]([CH2:12][CH2:13][CH2:14][CH2:15]2)[CH2:10][N:9]1[CH2:18][C@@H:19]([O:48][C:49](=[O:55])[CH2:50][CH2:51][C:52]([OH:54])=[O:53])[C@@H:20]([NH:28][C:29](=[O:47])[C@H:30]([C:40]([S:43]([CH3:46])(=[O:45])=[O:44])([CH3:42])[CH3:41])[NH:31][C:32]([C:34]1[CH:35]=[N:36][CH:37]=[CH:38][CH:39]=1)=[O:33])[CH2:21][C:22]1[CH:23]=[CH:24][CH:25]=[CH:26][CH:27]=1)=[O:7])([CH3:2])([CH3:3])[CH3:4]. Procedure details: A solution of 68 mg (0.1 mmol) of N-tert-butyl-1,2,3,4,4a(S),5,6,7,8,8a(S)-decahydro-2-[2(R)-hydroxy-3(S)-[[3-(methanesulfonyl)-N-[(3-pyridyl)carbonyl]-L-valyl]amino]-4-phenylbutyl]-3(S)-isoquinolinecarboxamide (example 7) in 10 ml of tetrahydrofuran was treated with 10 mg (1 mmol) of succinic anhydride (Aldrich 23,960-0) and heated at reflux overnight. The volatiles were evaporated under reduced pressure and the residue chromatographed on silica eluting with dichloromethane/methanol (19:1) to g... Reactants: COC(=O)C=1SC(=C(C1C1=C(C=CC=C1)C(C)(C)C)C#N)N=[N+]=[N-] (5-azido-3-(tert-butyl-phenyl)-4-cyano-thiophene-2-carboxylic acid methyl ester), SmI. Solvent: C1CCOC1 (THF), C1CCOC1 (THF). Yields the product COC(=O)C=1SC(=C(C1C1=CC=C(C=C1)C(C)(C)C)C#N)N (5-Amino-3-(4-tert-butyl-phenyl)-4-cyano-thiophene-2-carboxylic acid methyl ester). RXN SMILES: [CH3:1][O:2][C:3]([C:5]1[S:6][C:7]([N:22]=[N+]=[N-])=[C:8]([C:20]#[N:21])[C:9]=1[C:10]1[CH:15]=[CH:14][CH:13]=[CH:12][C:11]=1C(C)(C)C)=[O:4]>C1COCC1>[CH3:1][O:2][C:3]([C:5]1[S:6][C:7]([NH2:22])=[C:8]([C:20]#[N:21])[C:9]=1[C:10]1[CH:11]=[CH:12][C:13]([C:8]([CH3:20])([CH3:9])[CH3:7])=[CH:14][CH:15]=1)=[O:4]. Procedure details: Combine 5-azido-3-(tert-butyl-phenyl)-4-cyano-thiophene-2-carboxylic acid methyl ester (0.309 mmol) and THF at room temperature and add a fresh THF solution of 0.1M SmI (0.93 mmol). Stir the reaction for 15 minutes and quench with 2M sodium carbonate solution until pH was greater than 9.0. Dilute the reaction with ethyl acetate and wash successively with 2M sodium carbonate, water, and brine. Separate the organics, dry over sodium sulfate, filter, and concentrate to give the title compound as a ... Starting materials: CCOc1cc(C(C)(C)C)ncc1C1=NC(C)(c2ccc(Cl)cc2)C(C)(c2ccc(Cl)cc2)N1C(=O)N1CCC(O)CC1, C=CS(C)(=O)=O, [H-], [Na+]. Product: CCOc1cc(C(C)(C)C)ncc1C1=NC(C)(c2ccc(Cl)cc2)C(C)(c2ccc(Cl)cc2)N1C(=O)N1CCC(OCCS(C)(=O)=O)CC1. RXN SMILES: [C:1]([CH3:2])([CH3:3])([CH3:4])[c:5]1[cH:6][c:7]([O:41][CH2:42][CH3:43])[c:8]([C:11]2=[N:15][C:14]([CH3:16])([c:17]3[cH:18][cH:19][c:20]([Cl:23])[cH:21][cH:22]3)[C:13]([CH3:24])([c:25]3[cH:26][cH:27][c:28]([Cl:31])[cH:29][cH:30]3)[N:12]2[C:32](=[O:33])[N:34]2[CH2:35][CH2:36][CH:37]([OH:40])[CH2:38][CH2:39]2)[cH:9][n:10]1.[CH:46](=[CH2:47])[S:48](=[O:49])(=[O:50])[CH3:51].[H-:44].[Na+:45]>>[C:1]([CH3:2])([CH3:3])([CH3:4])[c:5]1[cH:6][c:7]([O:41][CH2:42][CH3:43])[c:8]([C:11]2=[N:15][C:14]([CH3:16])([c:17]3[cH:18][cH:19][c:20]([Cl:23])[cH:21][cH:22]3)[C:13]([CH3:24])([c:25]3[cH:26][cH:27][c:28]([Cl:31])[cH:29][cH:30]3)[N:12]2[C:32](=[O:33])[N:34]2[CH2:35][CH2:36][CH:37]([O:40][CH2:47][CH2:46][S:48](=[O:49])(=[O:50])[CH3:51])[CH2:38][CH2:39]2)[cH:9][n:10]1. The reactants are BrC=1C(=NC(=NC1)Cl)N1C(COCC1)C(=O)NC1CCC2=CC=C(C=C12)Cl (4-(5-bromo-2-chloropyrimidin-4-yl)-N-(6-chloro-2,3-dihydro-1H-inden-1-yl)morpholine-3-carboxamide), CC1(C2=C(C(=CC=C2)P(C3=CC=CC=C3)C4=CC=CC=C4)OC5=C(C=CC=C51)P(C6=CC=CC=C6)C7=CC=CC=C7)C (Xantphos), P(=O)([O-])([O-])[O-].[K+].[K+].[K+] (potassium phosphate). Reagents/catalysts: C(C)(=O)[O-].[Pd+2].C(C)(=O)[O-] (palladium(II)acetate). The solvent is O1CCOCC1 (dioxane), C(C)(C)(C)O (tert-butanol). Product: ClC1=NC=2N3C(C(N(C2C=N1)C1CCC2=CC=C(C=C12)Cl)=O)COCC3 (2-chloro-5-(6-chloro-2,3-dihydro-1H-inden-1-yl)-6a,7,9,10-tetrahydro-[1,4]oxazino[3,4-h]pteridin-6(5H)-one). As a reaction SMILES: Br[C:2]1[C:3]([N:9]2[CH2:14][CH2:13][O:12][CH2:11][CH:10]2[C:15]([NH:17][CH:18]2[C:26]3[C:21](=[CH:22][CH:23]=[C:24]([Cl:27])[CH:25]=3)[CH2:20][CH2:19]2)=[O:16])=[N:4][C:5]([Cl:8])=[N:6][CH:7]=1.CC1(C)C2C(=C(P(C3C=CC=CC=3)C3C=CC=CC=3)C=CC=2)OC2C(P(C3C=CC=CC=3)C3C=CC=CC=3)=CC=CC1=2.P([O-])([O-])([O-])=O.[K+].[K+].[K+]>O1CCOCC1.C(O)(C)(C)C.C([O-])(=O)C.[Pd+2].C([O-])(=O)C>[Cl:8][C:5]1[N:6]=[CH:7][C:2]2[N:17]([CH:18]3[C:26]4[C:21](=[CH:22][CH:23]=[C:24]([Cl:27])[CH:25]=4)[CH2:20][CH2:19]3)[C:15](=[O:16])[CH:10]3[CH2:11][O:12][CH2:13][CH2:14][N:9]3[C:3]=2[N:4]=1 |f:2.3.4.5,8.9.10|. Reported procedure: The title compound was prepared in a manner similar to PREPARATION x35 using 4-(5-bromo-2-chloropyrimidin-4-yl)-N-(6-chloro-2,3-dihydro-1H-inden-1-yl)morpholine-3-carboxamide (PREPARATION x40, 567 mg, 1.201 mmol), Xantphos (52.1 mg, 0.090 mmol), palladium(II)acetate (13.48 mg, 0.060 mmol) and potassium phosphate (255 mg, 1.201 mmol) in dioxane (5 mL) and tert-butanol (1 mL). 1H NMR (400 MHz, DMSO-d6) δ 2.21-2.48 (m, 3H), 2.87-3.05 (m, 2H), 3.05-3.21 (m, 1H), 3.47-3.65 (m, 2H), 3.88-4.01 (m, 1H),...